From a dataset of the Open Reaction Database (ORD), a public repository of structured organic reaction records. describe an organic reaction: reactants, conditions, products, and yield Reactants: ClC1=NC=CC(=N1)C(C(F)(F)F)(F)F (2-chloro-4-(pentafluoroethyl)pyrimidine), CC=1C=C(N)C=C(C1)C1=CN=CS1 (3-methyl-5-(1,3-thiazol-5-yl)aniline), CC1(C2=C(C(=CC=C2)P(C3=CC=CC=C3)C4=CC=CC=C4)OC5=C(C=CC=C51)P(C6=CC=CC=C6)C7=CC=CC=C7)C (Xantphos), C(=O)([O-])[O-].[Cs+].[Cs+] (Cs2CO3). Reagents/catalysts: CC(=O)[O-].CC(=O)[O-].[Pd+2] (Pd(OAc)2). Run in O1CCOCC1 (1,4-dioxane). Run at temperature 100 celsius. The product is CC=1C=C(NC2=CC(=CC=C2)C(C(F)(F)F)(F)F)C=C(C1)C1=CN=CS1 (3-methyl-N-[3-(pentafluoroethyl)phenyl]-5-(1,3-thiazol-5-yl)aniline). Yield: 86.7%. RXN SMILES: Cl[C:2]1N=[C:6]([C:8]([F:14])([F:13])[C:9]([F:12])([F:11])[F:10])[CH:5]=[CH:4][N:3]=1.[CH3:15][C:16]1[CH:17]=C([CH:20]=[C:21]([C:23]2[S:27][CH:26]=[N:25][CH:24]=2)[CH:22]=1)N.[CH3:28][C:29]1(C)C2C(=C(P(C3C=CC=CC=3)C3C=CC=CC=3)C=CC=2)OC2C(P(C3C=CC=CC=3)C3C=CC=CC=3)=CC=C[C:30]1=2.C([O-])([O-])=O.[Cs+].[Cs+]>O1CCOCC1.CC([O-])=O.CC([O-])=O.[Pd+2]>[CH3:15][C:16]1[CH:17]=[C:2]([CH:20]=[C:21]([C:23]2[S:27][CH:26]=[N:25][CH:24]=2)[CH:22]=1)[NH:3][C:4]1[CH:30]=[CH:29][CH:28]=[C:6]([C:8]([F:14])([F:13])[C:9]([F:12])([F:11])[F:10])[CH:5]=1 |f:3.4.5,7.8.9|. Procedure details: To a solution of 2-chloro-4-(pentafluoroethyl)pyrimidine (61 mg, 0.26 mmol) and 3-methyl-5-(1,3-thiazol-5-yl)aniline (50 mg, 0.26 mmol) in degassed 1,4-dioxane (1.1 mL) were added Xantphos (23 mg, 0.039 mmol), Pd(OAc)2 (5.9 mg, 0.026 mmol) and Cs2CO3 (172 mg, 0.53 mmol) and the reaction was heated to 100° C. for 30 minutes. After cooling, the reaction was partitioned between EtOAc (10 mL) and saturated aqueous sodium bicarbonate. The layers were separated and the aqueous phase was extracted EtOA...